From a dataset of the Open Reaction Database (ORD), a public repository of structured organic reaction records. describe an organic reaction: reactants, conditions, products, and yield The reactants are [Cl-].[NH4+] (ammonium chloride), ( 1 ), C(C)(C)(C)C1=CC=C(C=C1)S(=O)(=O)NC1=NC(=NC(=C1OC1=C(C=CC=C1)OC)OCCOC1OCCCC1)S(=O)(=O)C (4-tert-butyl-N-{5-(2-methoxyphenoxy)-2-methylsulfonyl-6-[2-(tetrahydropyran-2-yloxy)ethoxy]pyrimidin-4-yl}benzenesulfonamide), CN(C)CCN (dimethylaminoethylamine). Run in CS(=O)C (dimethylsulfoxide). The product is C(C)(C)(C)C1=CC=C(C=C1)S(=O)(=O)NC1=NC(=NC(=C1OC1=C(C=CC=C1)OC)OCCOC1OCCCC1)NCCN(C)C (4-tert-butyl-N-{2-(2-(N,N-dimethylamino)-ethylamino)-5-(2-methoxyphenoxy)-6-[2-(tetrahydropyran-2-yloxy)ethoxy]-pyrimidin-4-yl}benzenesulfonamide). RXN SMILES: [C:1]([C:5]1[CH:10]=[CH:9][C:8]([S:11]([NH:14][C:15]2[C:20]([O:21][C:22]3[CH:27]=[CH:26][CH:25]=[CH:24][C:23]=3[O:28][CH3:29])=[C:19]([O:30][CH2:31][CH2:32][O:33][CH:34]3[CH2:39][CH2:38][CH2:37][CH2:36][O:35]3)[N:18]=[C:17](S(C)(=O)=O)[N:16]=2)(=[O:13])=[O:12])=[CH:7][CH:6]=1)([CH3:4])([CH3:3])[CH3:2].[CH3:44][N:45]([CH2:47][CH2:48][NH2:49])[CH3:46].[Cl-].[NH4+]>CS(C)=O>[C:1]([C:5]1[CH:10]=[CH:9][C:8]([S:11]([NH:14][C:15]2[C:20]([O:21][C:22]3[CH:27]=[CH:26][CH:25]=[CH:24][C:23]=3[O:28][CH3:29])=[C:19]([O:30][CH2:31][CH2:32][O:33][CH:34]3[CH2:39][CH2:38][CH2:37][CH2:36][O:35]3)[N:18]=[C:17]([NH:49][CH2:48][CH2:47][N:45]([CH3:46])[CH3:44])[N:16]=2)(=[O:12])=[O:13])=[CH:7][CH:6]=1)([CH3:2])([CH3:3])[CH3:4] |f:2.3|. Procedure: ##STR143## (1) A mixture of 4-tert-butyl-N-{5-(2-methoxyphenoxy)-2-methylsulfonyl-6-[2-(tetrahydropyran-2-yloxy)ethoxy]pyrimidin-4-yl}benzenesulfonamide obtained in Reference Example 10-(2) (200 mg), dimethylaminoethylamine (138.8 mg) and dimethylsulfoxide (1 ml) is reacted at 100° C. for 15 hours, and then reacted at 120° C. for five hours. The reaction mixture is treated with ammonium chloride, and extracted with ethyl acetate. The ethyl acetate layer is washed, dried, and evaporated under red... Reactants: CCCC[N+](CCCC)(CCCC)CCCC, C1CCOC1, C[Si](C)(C)C(F)(F)F, [F-], O=C1CCN(C(=O)OCc2ccccc2)CC1. Reaction SMILES: [CH2:27]([N+:28]([CH2:29][CH2:30][CH2:31][CH3:32])([CH2:33][CH2:34][CH2:35][CH3:36])[CH2:37][CH2:38][CH2:39][CH3:40])[CH2:41][CH2:42][CH3:43].[CH2:44]1[O:45][CH2:46][CH2:47][CH2:48]1.[CH3:18][Si:19]([C:20]([F:21])([F:22])[F:23])([CH3:24])[CH3:25].[F-:26].[O:1]=[C:2]1[CH2:3][CH2:4][N:5]([C:8](=[O:9])[O:10][CH2:11][c:12]2[cH:13][cH:14][cH:15][cH:16][cH:17]2)[CH2:6][CH2:7]1>>[OH:1][C:2]1([C:20]([F:21])([F:22])[F:23])[CH2:3][CH2:4][N:5]([C:8](=[O:9])[O:10][CH2:11][c:12]2[cH:13][cH:14][cH:15][cH:16][cH:17]2)[CH2:6][CH2:7]1. The product is O=C(OCc1ccccc1)N1CCC(O)(C(F)(F)F)CC1. Starting materials: O=C(O)c1ccc(OCc2ccccc2)c(OCc2ccccc2)c1, O=S(Cl)Cl, c1ccncc1. Yields the product O=C(Cl)c1ccc(OCc2ccccc2)c(OCc2ccccc2)c1. As a reaction SMILES: [CH2:1]([c:2]1[cH:3][cH:4][cH:5][cH:6][cH:7]1)[O:8][c:9]1[cH:10][c:11]([C:12](=[O:13])[OH:14])[cH:15][cH:16][c:17]1[O:18][CH2:19][c:20]1[cH:21][cH:22][cH:23][cH:24][cH:25]1.[S:26]([Cl:27])([Cl:28])=[O:29].[cH:30]1[cH:31][cH:32][n:33][cH:34][cH:35]1>>[CH2:1]([c:2]1[cH:3][cH:4][cH:5][cH:6][cH:7]1)[O:8][c:9]1[cH:10][c:11]([C:12](=[O:13])[Cl:28])[cH:15][cH:16][c:17]1[O:18][CH2:19][c:20]1[cH:21][cH:22][cH:23][cH:24][cH:25]1. Reactants: Cl (HCl), CC1CC(C2CCCCCCCCCC2(C1)O[Si](C)(C)C)=O ((1RS,11RS,14RS)-14-methyl-1-trimethylsilyloxybicyclo[9.4.0]pentadecan-12-one), C(CCC)OC(C)OC12CCCCCCCCCC2C(CC(C1)C)=O ((1RS,11RS,14RS)-1-butoxyethoxy-14-methylbicyclo[9.4.0]-pentadecan-12-one), C(C)OC(C)OC12CCCCCCCCCC2C(CC(C1)C)=O ((1RS,11RS,14RS)-1-ethoxyethoxy-14-methylbicyclo[9.4.0]-pentadecan-12-one). Product: CC1CC(C=2CCCCCCCCCC2C1)=O (14-methyl-bicyclo[9.4.0]-pentadec-1(11)-en-12-one), O[C@]12CCCCCCCCC[C@@H]2C(C[C@@H](C1)C)=O ((1R,11S,14R)-1-hydroxy-14-methyl-bicyclo[9.4.0]pentadecan-12-one), O[C@@]12CCCCCCCCC[C@H]2C(C[C@H](C1)C)=O ((1S,11R,14S)-1-hydroxy-14-methyl-bicyclo[9.4.0]pentadecan-12-one). Reaction SMILES: C(OC(O[C:7]12[CH2:21][CH:20]([CH3:22])[CH2:19][C:18](=[O:23])[CH:17]1[CH2:16][CH2:15][CH2:14][CH2:13][CH2:12][CH2:11][CH2:10][CH2:9][CH2:8]2)C)C.[CH3:24][CH:25]1[CH2:39][C:38]2([O:40][Si](C)(C)C)[CH:28]([CH2:29][CH2:30][CH2:31][CH2:32][CH2:33][CH2:34][CH2:35][CH2:36][CH2:37]2)[C:27](=[O:45])[CH2:26]1.C(OC([O:53][C:54]12[CH2:68][CH:67]([CH3:69])[CH2:66][C:65](=[O:70])[CH:64]1[CH2:63][CH2:62][CH2:61][CH2:60][CH2:59][CH2:58][CH2:57][CH2:56][CH2:55]2)C)CCC.Cl>O>[CH3:22][CH:20]1[CH2:21][C:7]2[CH2:8][CH2:9][CH2:10][CH2:11][CH2:12][CH2:13][CH2:14][CH2:15][CH2:16][C:17]=2[C:18](=[O:23])[CH2:19]1.[OH:40][C@:38]12[CH2:39][C@@H:25]([CH3:24])[CH2:26][C:27](=[O:45])[C@H:28]1[CH2:29][CH2:30][CH2:31][CH2:32][CH2:33][CH2:34][CH2:35][CH2:36][CH2:37]2.[OH:53][C@@:54]12[CH2:68][C@H:67]([CH3:69])[CH2:66][C:65](=[O:70])[C@@H:64]1[CH2:63][CH2:62][CH2:61][CH2:60][CH2:59][CH2:58][CH2:57][CH2:56][CH2:55]2. Solvent: O (H2O). Reported procedure: When the reaction was done with (18), (19) or (27), the reaction mixture, obtained above after a conversion of about 40%, can be alternatively treated 10 minutes with a mixture of 0.4 ml H2O and 0.4 ml of an aqueous 1N HCl solution. After extraction of the aqueous layer with diethyl ether the organic layer was washed (saturated aqueous NaHCO3 solution, H2O), dried over MgSO4 and filtered. The solvent was removed under vacuum and the residue was purified by flash chromatography to yield in the de... Starting materials: N1=CC=CC=C1 (pyridine), CC(C)([O-])C.[K+] (Potassium tert-butoxide), C(C)OC(\C=C(\C(F)(F)F)/N)=O (3-Amino-4,4,4-trifluorocrotonic acid ethyl ester), C(C)C(C(=O)Cl)C(=O)Cl (Ethyl malonyl chloride). The solvent is ClCCl (dichloromethane), C(C)O (ethanol). Run at temperature 5 celsius, time 3 hour. Yields the product C(C)OC(C1=C(N=C(C=C1O)C(F)(F)F)O)=O (2,4-Dihydroxy-6-trifluoromethyl-nicotinic Acid Ethyl Ester). As a reaction SMILES: C(O[C:4](=[O:12])/[CH:5]=[C:6](\[NH2:11])/[C:7]([F:10])([F:9])[F:8])C.N1C=CC=CC=1.C([CH:21]([C:25](Cl)=[O:26])[C:22](Cl)=[O:23])C.[CH3:28][C:29](C)([O-:31])C.[K+]>ClCCl.C(O)C>[CH2:29]([O:31][C:25](=[O:26])[C:21]1[C:4]([OH:12])=[CH:5][C:6]([C:7]([F:8])([F:9])[F:10])=[N:11][C:22]=1[OH:23])[CH3:28] |f:3.4|. Reported procedure: To dissolve 3-Amino-4,4,4-trifluorocrotonic acid ethyl ester (100 g/546 mmol) in dichloromethane (600 mL) was added pyridine (53 mL/660 mmol). Placed under nitrogen and cooled to 5° C. by suspending in an ice-bath. Ethyl malonyl chloride was added dropwise over approx 1 hr such that temperature did not exceed 20° C. Resulting pale brown solution was stirred at 5° C. for 3 hrs then allowed to warm to room temperature overnight to give a dark green solution. Washed with 1M HCl(aq) (200 mL) then sa... Starting materials: C(=O)(C(F)(F)F)O (TFA), ClC=1C=CC(=C(C1)C=1N=C(SC1NC(OC(C)(C)C)=O)C)OC (tert-butyl 4-(5-chloro-2-methoxyphenyl)-2-methylthiazol-5-ylcarbamate). The reagents and catalysts are O (water). Run in C(Cl)Cl (DCM). Conditions: time 1.5 hour. The product is ClC=1C=CC(=C(C1)C=1N=C(SC1N)C)OC (4-(5-chloro-2-methoxyphenyl)-2-methylthiazol-5-amine). Isolated yield 94.8%. Reaction SMILES: C(O)(C(F)(F)F)=O.[Cl:8][C:9]1[CH:10]=[CH:11][C:12]([O:29][CH3:30])=[C:13]([C:15]2[N:16]=[C:17]([CH3:28])[S:18][C:19]=2[NH:20]C(=O)OC(C)(C)C)[CH:14]=1>C(Cl)Cl.O>[Cl:8][C:9]1[CH:10]=[CH:11][C:12]([O:29][CH3:30])=[C:13]([C:15]2[N:16]=[C:17]([CH3:28])[S:18][C:19]=2[NH2:20])[CH:14]=1. Procedure: TFA (4.0 mL) was added to a solution of tert-butyl 4-(5-chloro-2-methoxyphenyl)-2-methylthiazol-5-ylcarbamate (315 mg, 0.89 mmol) in DCM (10 mL) and water (3 drops). The reaction mixture was stirred for 1.5 hours at room temperature, then evaporated to dryness to give 215 mg (95%) of 4-(5-chloro-2-methoxyphenyl)-2-methylthiazol-5-amine as a yellow solid. LCMS (ESI) m+H=255.2. The reactants are N1=C(Cl)N=C(Cl)N=C1Cl (cyanuric chloride), CC1(NC(CC(C1)NC)(C)C)C (2,2,6,6-tetramethyl-4-(methylamino)piperidine), saturated aqueous solution, C([O-])([O-])=O.[K+].[K+] (potassium carbonate), O (water). The solvent is C=1(C(=CC=CC1)C)C (xylene). Reaction conditions: time 3 hour. Yields the product ClC1=NC(=NC(=N1)N(C1CC(NC(C1)(C)C)(C)C)C)N(C)C1CC(NC(C1)(C)C)(C)C (2-Chloro-4,6-bis[N-methyl-N-(2,2,6,6-tetramethyl-4-piperidyl)amino]-1,3,5-triazine), crystals. RXN SMILES: [N:1]1[C:8](Cl)=[N:7][C:5](Cl)=[N:4][C:2]=1[Cl:3].[CH3:10][C:11]1([CH3:21])[CH2:16][CH:15]([NH:17][CH3:18])[CH2:14][C:13]([CH3:20])([CH3:19])[NH:12]1.C(=O)([O-])[O-].[K+].[K+].O>C1(C)C(C)=CC=CC=1>[Cl:3][C:2]1[N:1]=[C:8]([N:17]([CH3:18])[CH:15]2[CH2:14][C:13]([CH3:20])([CH3:19])[NH:12][C:11]([CH3:21])([CH3:10])[CH2:16]2)[N:7]=[C:5]([N:17]([CH:15]2[CH2:14][C:13]([CH3:20])([CH3:19])[NH:12][C:11]([CH3:21])([CH3:10])[CH2:16]2)[CH3:18])[N:4]=1 |f:2.3.4|. Procedure details: 18.4 g of cyanuric chloride and 34.0 g of 2,2,6,6-tetramethyl-4-(methylamino)piperidine were dissolved in 250 ml of xylene, and the solution was stirred at a temperature of 90°-110° C. for 3 hours. 30 ml of a saturated aqueous solution of potassium carbonate were then added and the resulting mixture was heated under reflux for 5 hours. At the end of this time, the reaction mixture was poured into water and extracted with benzene. The extract was dried over anhydrous potassium carbonate and then ... The reactants are [Na] (sodium), C(C)OC(CC(=O)OCC)=O (malonic acid diethyl ester), CC[O-].[Na+] (sodium ethylate solution), ClC=1C=C(C=CC1)CCCOS(=O)(=O)C1=CC=C(C=C1)C (p-toluenesulfonic acid [3-(3-chlorophenyl)propyl] ester). The solvent is C(C)O (ethanol), O (water). Run at temperature 50 celsius, time 2.5 hour. Product: C(C)OC(C(C(=O)OCC)CCCC1=CC(=CC=C1)Cl)=O (3-(3-chlorophenyl)propylmalonic acid diethyl ester). Yield: 41.7%. RXN SMILES: [CH2:1]([O:3][C:4](=[O:11])[CH2:5][C:6]([O:8][CH2:9][CH3:10])=[O:7])[CH3:2].CC[O-].[Na+].[Na].[Cl:17][C:18]1[CH:19]=[C:20]([CH2:24][CH2:25][CH2:26]OS(C2C=CC(C)=CC=2)(=O)=O)[CH:21]=[CH:22][CH:23]=1>O.C(O)C>[CH2:1]([O:3][C:4](=[O:11])[CH:5]([CH2:26][CH2:25][CH2:24][C:20]1[CH:21]=[CH:22][CH:23]=[C:18]([Cl:17])[CH:19]=1)[C:6]([O:8][CH2:9][CH3:10])=[O:7])[CH3:2] |f:1.2,^1:15|. Reported procedure: 91.3 g of malonic acid diethyl ester are added dropwise, at 50° C., to a sodium ethylate solution freshly prepared from 13.11 g of sodium and 650 ml of ethanol. The mixture is kept at that temperature for 2.5 hours, and 185 g of p-toluenesulfonic acid [3-(3-chlorophenyl)propyl] ester are then added dropwise. When the addition is complete, the obtained mixture is stirred at 50° C. for 6 hours; 800 ml of water are then added, and the mixture is extracted 3 times with a total of 1 liter of diethyl ... Starting materials: FC1=CC=C(C=C1)B(O)O (4-fluorophenylboronic acid), NC1=NC=C(C=C1C=O)C1=CC=C(C=C1)F (2-amino-5-(4-fluorophenyl)pyridin-3-carboxaldehyde), NC=1C=C(C=CC1N)S(=O)(=O)N (3,4-diaminobenzene-1-sulfonamide). The product is NC1=NC=C(C=C1C1=NC2=C(N1)C=C(C=C2)S(=O)(=O)N)C2=CC=C(C=C2)F (2-[2-amino-5-(4-fluorophenyl)pyridin-3-yl]-1H-benzimidazole-6-sulfonamide), NC1=NC=C(C=C1C=O)C1=CC=C(C=C1)F (2-amino-5-(4-fluorophenyl)pyridin-3-carboxaldehyde). Reaction SMILES: [NH2:1][C:2]1[C:7]([CH:8]=[O:9])=[CH:6][C:5]([C:10]2[CH:15]=[CH:14][C:13]([F:16])=[CH:12][CH:11]=2)=[CH:4][N:3]=1.[NH2:17][C:18]1[CH:19]=[C:20]([S:25]([NH2:28])(=[O:27])=[O:26])[CH:21]=[CH:22][C:23]=1[NH2:24].FC1C=CC(B(O)O)=CC=1>>[NH2:1][C:2]1[C:7]([C:8]2[NH:17][C:18]3[CH:19]=[C:20]([S:25]([NH2:28])(=[O:26])=[O:27])[CH:21]=[CH:22][C:23]=3[N:24]=2)=[CH:6][C:5]([C:10]2[CH:15]=[CH:14][C:13]([F:16])=[CH:12][CH:11]=2)=[CH:4][N:3]=1.[NH2:1][C:2]1[C:7]([CH:8]=[O:9])=[CH:6][C:5]([C:10]2[CH:15]=[CH:14][C:13]([F:16])=[CH:12][CH:11]=2)=[CH:4][N:3]=1. Reported procedure: The title compound was synthesized using the procedure of step (c) in Example 13 except that 2-amino-5-(4-fluorophenyl)pyridin-3-carboxaldehyde and 3,4-diaminobenzene-1-sulfonamide were utilized. The 2-amino-5-(4-fluorophenyl)pyridin-3-carboxaldehyde was synthesized according to step (b) of example 13, using 4-fluorophenylboronic acid.